Dataset: the Open Reaction Database (ORD), a public repository of structured organic reaction records. Task: describe an organic reaction: reactants, conditions, products, and yield Starting materials: COc1cnc(Br)c2[nH]ccc12, O=C([O-])[O-], C1COCCO1, CNC1CCCCC1NC, [Cu]I, [K+], [K+], CC(C)(C)C(=O)Nc1nc[nH]n1. Yields the product COc1cnc(-n2cnc(NC(=O)C(C)(C)C)n2)c2[nH]ccc12. As a reaction SMILES: [Br:1][c:2]1[n:3][cH:4][c:5]([O:11][CH3:12])[c:6]2[c:7]1[nH:8][cH:9][cH:10]2.[C:13](=[O:14])([O-:15])[O-:16].[CH2:41]1[O:42][CH2:43][CH2:44][O:45][CH2:46]1.[CH3:31][NH:32][CH:33]1[CH2:34][CH2:35][CH2:36][CH2:37][CH:38]1[NH:39][CH3:40].[Cu:47][I:48].[K+:17].[K+:18].[nH:19]1[n:20][c:21]([NH:24][C:25]([C:26]([CH3:27])([CH3:28])[CH3:29])=[O:30])[n:22][cH:23]1>>[c:2]1(-[n:19]2[n:20][c:21]([NH:24][C:25]([C:26]([CH3:27])([CH3:28])[CH3:29])=[O:30])[n:22][cH:23]2)[n:3][cH:4][c:5]([O:11][CH3:12])[c:6]2[c:7]1[nH:8][cH:9][cH:10]2.